From a dataset of the Open Reaction Database (ORD), a public repository of structured organic reaction records. describe an organic reaction: reactants, conditions, products, and yield Reactants: P(=O)(O)(O)[O-].[K+] (potassium dihydrogen phosphate), P(O)(O)(O)=O (phosphoric acid), 119, [OH-].[Na+] (NaOH), O=C[C@H](O)[C@@H](O)[C@H](O)[C@H](O)CO (glucose), C1=CC(=C[N+](=C1)[C@H]2[C@@H]([C@@H]([C@H](O2)COP(=O)(O)OP(=O)(O)OC[C@@H]3[C@H]([C@H]([C@@H](O3)N4C=NC5=C4N=CN=C5N)OP(=O)(O)O)O)O)O)C(=O)N (NADP), O=C1[C@H](COCC1)NC(OCC1=CC=CC=C1)=O (benzyl [(3S)-4-oxotetrahydro-2H-pyran-3-yl]carbamate). The solvent is O (water). Conditions: temperature 105 celsius, time 17 hour. Product: O[C@@H]1[C@H](COCC1)NC(OCC1=CC=CC=C1)=O (benzyl [(3S,4S)-4-hydroxytetrahydro-2H-pyran-3-yl]carbamate). As a reaction SMILES: P([O-])(O)(O)=O.[K+].P(=O)(O)(O)O.O=C[C@@H]([C@H]([C@@H]([C@@H](CO)O)O)O)O.C1C=[N+]([C@@H]2O[C@H](COP(OP(OC[C@H]3O[C@@H](N4C5N=CN=C(N)C=5N=C4)[C@H](OP(O)(O)=O)[C@@H]3O)(O)=O)(O)=O)[C@@H](O)[C@H]2O)C=C(C(N)=O)C=1.[O:72]=[C:73]1[CH2:78][CH2:77][O:76][CH2:75][C@@H:74]1[NH:79][C:80](=[O:89])[O:81][CH2:82][C:83]1[CH:88]=[CH:87][CH:86]=[CH:85][CH:84]=1.[OH-].[Na+]>O>[OH:72][C@H:73]1[CH2:78][CH2:77][O:76][CH2:75][C@@H:74]1[NH:79][C:80](=[O:89])[O:81][CH2:82][C:83]1[CH:88]=[CH:87][CH:86]=[CH:85][CH:84]=1 |f:0.1,6.7|. Procedure details: To a solution of potassium dihydrogen phosphate (62.7 g, 0.461 mol) in 3.6 L of water was added phosphoric acid to pH=7.0. To this solution was added glucose (112 g, 0.622 mol), NADP (3.6 g), GDH-103 (1.8 g), KRED 119 (3.6 g), and crude benzyl [(3S)-4-oxotetrahydro-2H-pyran-3-yl]carbamate (103.4 g, 0.4148 mol). After 17 h, the reaction was adjusted to pH 6.5 with 5 N NaOH. A white solid was collected via filtration and washed 2× with water (200 mL). The solid was suspended in 600 mL of toluene a...